From a dataset of the Open Reaction Database (ORD), a public repository of structured organic reaction records. describe an organic reaction: reactants, conditions, products, and yield The reactants are CCN(C(C)C)C(C)C, Cc1c(CCl)sc2c(=O)c(C(=O)NCc3ccc(Cl)cc3)cn(C)c12, CN(C)C=O, O, CNCC(O)c1c[nH]c2ccccc12. Product: Cc1c(CN(C)CC(O)c2c[nH]c3ccccc23)sc2c(=O)c(C(=O)NCc3ccc(Cl)cc3)cn(C)c12. RXN SMILES: [CH:40]([N:41]([CH:42]([CH3:43])[CH3:44])[CH2:45][CH3:46])([CH3:47])[CH3:48].[Cl:1][c:2]1[cH:3][cH:4][c:5]([CH2:6][NH:7][C:8](=[O:9])[c:10]2[c:11](=[O:23])[c:12]3[c:13]([n:14]([CH3:16])[cH:15]2)[c:17]([CH3:22])[c:18]([CH2:20][Cl:21])[s:19]3)[cH:24][cH:25]1.[O:49]=[CH:50][N:51]([CH3:52])[CH3:53].[OH2:54].[nH:26]1[cH:27][c:28]([CH:35]([CH2:36][NH:37][CH3:38])[OH:39])[c:29]2[cH:30][cH:31][cH:32][cH:33][c:34]12>>[Cl:1][c:2]1[cH:3][cH:4][c:5]([CH2:6][NH:7][C:8](=[O:9])[c:10]2[c:11](=[O:23])[c:12]3[c:13]([n:14]([CH3:16])[cH:15]2)[c:17]([CH3:22])[c:18]([CH2:20][N:37]([CH2:36][CH:35]([c:28]2[cH:27][nH:26][c:34]4[c:29]2[cH:30][cH:31][cH:32][cH:33]4)[OH:39])[CH3:38])[s:19]3)[cH:24][cH:25]1. Reactants: FC1=CC=C(C=C1)C(O)(C1CCNCC1)C1=CC=C(C=C1)F (α,α-bis(4-fluorophenyl)-4-piperidinemethanol), ClCCC(=O)N (3-chloropropionamide), C([O-])(O)=O.[Na+] (sodium bicarbonate), O (water). The reagents and catalysts are [I-].[K+] (potassium iodide). The solvent is CN(C=O)C (dimethylformamide). Conditions: time 8 hour. Product: FC1=CC=C(C=C1)C(C1CCN(CC1)CCC(=O)N)(O)C1=CC=C(C=C1)F (4-[Bis(4-fluorophenyl)hydroxymethyl]-1-piperidinepropanamide). Isolated yield 74.2%. Reaction SMILES: [F:1][C:2]1[CH:7]=[CH:6][C:5]([C:8]([C:16]2[CH:21]=[CH:20][C:19]([F:22])=[CH:18][CH:17]=2)([CH:10]2[CH2:15][CH2:14][NH:13][CH2:12][CH2:11]2)[OH:9])=[CH:4][CH:3]=1.Cl[CH2:24][CH2:25][C:26]([NH2:28])=[O:27].C(=O)(O)[O-].[Na+].O>CN(C)C=O.[I-].[K+]>[F:1][C:2]1[CH:7]=[CH:6][C:5]([C:8]([C:16]2[CH:17]=[CH:18][C:19]([F:22])=[CH:20][CH:21]=2)([OH:9])[CH:10]2[CH2:11][CH2:12][N:13]([CH2:24][CH2:25][C:26]([NH2:28])=[O:27])[CH2:14][CH2:15]2)=[CH:4][CH:3]=1 |f:2.3,6.7|. Procedure: A mixture of 15.2 g (0.05 mole) of α,α-bis(4-fluorophenyl)-4-piperidinemethanol, 5.9 g (0.055 mole) of 3-chloropropionamide (Aldrich), 15.9 g (0.15 mole) of anhydrous sodium bicarbonate and 0.4 g of potassium iodide in 150 ml of dimethylformamide was heated on a steam bath for 24 h. The mixture was poured into 1.5 L of water and a solid precipitated. After standing overnight, the solid was collected by filtration, washed with water, dried, and recrystallized from benzene to yield 13.9 g (74%) of... The reactants are C(C)(C)(C)OC(CN1C(=C(C2=CC(=CC=C12)F)C1=NN(S(C2=C1C=CC=C2)(=O)=O)CC2=CC=CC=C2)C)=O ([3-(2-Benzyl-1,1-dioxo-1,2-dihydro-1λ6-benzo[e][1,2,3]thiadiazin-4-yl)-5-fluoro-2-methyl-indol-1-yl]-acetic acid tert-butyl ester), C(=O)(C(F)(F)F)O (TFA). Yields the product C(C1=CC=CC=C1)N1S(C2=C(C(=N1)C1=C(N(C3=CC=C(C=C13)F)CC(=O)O)C)C=CC=C2)(=O)=O ([3-(2-Benzyl-1,1-dioxo-1,2-dihydro-1λ6-benzo[e][1,2,3]thiadiazin-4-yl)-5-fluoro-2-methyl-indol-1-yl]-acetic acid). As a reaction SMILES: C([O:5][C:6](=[O:38])[CH2:7][N:8]1[C:16]2[C:11](=[CH:12][C:13]([F:17])=[CH:14][CH:15]=2)[C:10]([C:18]2[C:23]3[CH:24]=[CH:25][CH:26]=[CH:27][C:22]=3[S:21](=[O:29])(=[O:28])[N:20]([CH2:30][C:31]3[CH:36]=[CH:35][CH:34]=[CH:33][CH:32]=3)[N:19]=2)=[C:9]1[CH3:37])(C)(C)C.C(O)(C(F)(F)F)=O>>[CH2:30]([N:20]1[N:19]=[C:18]([C:10]2[C:11]3[C:16](=[CH:15][CH:14]=[C:13]([F:17])[CH:12]=3)[N:8]([CH2:7][C:6]([OH:38])=[O:5])[C:9]=2[CH3:37])[C:23]2[CH:24]=[CH:25][CH:26]=[CH:27][C:22]=2[S:21]1(=[O:29])=[O:28])[C:31]1[CH:36]=[CH:35][CH:34]=[CH:33][CH:32]=1. Procedure: {[3-(2-Benzyl-1,1-dioxo-1,2-dihydro-1λ6-benzo[e][1,2,3]thiadiazin-4-yl)-5-fluoro-2-methyl-indol-1-yl]-acetic acid tert-butyl ester (61 μmol) was treated with TFA (2 mL) for 2 hours, concentrated, and purified by preparative LCMS to give the title compound. 1H NMR (d6-DMSO) δ 8.14 (d, 1H), 7.92 (t, 1H), 7.81 (t, 1H), 7.46 (d, 1H), 7.38 (m, 6H), 6.88 (dt, 1H), 6.61 (dd, 1H), 4.96 (s, 2H), 4.49 (s, 2H), 2.08 (s, 3H) ppm. MS calculated for C25H20FN3O4S—H: 476, observed: 476. The reactants are N1[C@H](C(=O)O)CCC1 (proline), [N+](=O)([O-])C1=CC=C2C(C(=O)OC(N2C)=O)=C1 (5-nitro-N-methylisatoic anhydride), B (borane). Solvent: O1CCCC1 (tetrahydrofuran). Product: CN1C(C2N(CC3=C1C=CC(=C3)[N+](=O)[O-])CCC2)=O (1,2,3,5,10,11a-Hexahydro-10-methyl-7-nitro-11H- pyrrolo[2,1-c] [1,4]benzodiazepin-11-one). As a reaction SMILES: [NH:1]1[CH2:8][CH2:7][CH2:6][C@H:2]1[C:3]([OH:5])=O.[N+:9]([C:12]1[CH:24]=[C:16]2[C:17](O[C:20](=O)[N:21](C)[C:15]2=[CH:14][CH:13]=1)=O)([O-:11])=[O:10].B>O1CCCC1>[CH3:20][N:21]1[C:15]2[CH:14]=[CH:13][C:12]([N+:9]([O-:11])=[O:10])=[CH:24][C:16]=2[CH2:17][N:1]2[CH2:8][CH2:7][CH2:6][CH:2]2[C:3]1=[O:5]. Reported procedure: This compound is obtained when 1,2,3,11a-tetrahydro- 10-methyl-7-nitro-11H-pyrrolo[2,1-c] [1,4]benzodiazepin-5,11- (10H]-dione (prepared from proline and 5-nitro-N-methylisatoic anhydride by the procedure of Example 1) is treated with 1 M borane in tetrahydrofuran by the procedure of Example 1.